From a dataset of the Open Reaction Database (ORD), a public repository of structured organic reaction records. describe an organic reaction: reactants, conditions, products, and yield Reactants: CC[N+](CC)(CC)S(=O)(=O)NC(=O)OC, C1CCOC1, [OH-], COC(=O)C(CO)NC(=O)c1ncn2c1CN(C)C(=O)c1sccc1-2. Yields the product COC(=O)C1COC(c2ncn3c2CN(C)C(=O)c2sccc2-3)=N1. As a reaction SMILES: [CH3:27][O:28][C:29]([NH:30][S:31]([N+:32]([CH2:33][CH3:34])([CH2:35][CH3:36])[CH2:37][CH3:38])(=[O:39])=[O:40])=[O:41].[O:42]1[CH2:43][CH2:44][CH2:45][CH2:46]1.[OH-:26].[OH:1][CH2:2][CH:3]([C:4](=[O:5])[O:6][CH3:7])[NH:8][C:9](=[O:10])[c:11]1[n:12][cH:13][n:14]2[c:15]1[CH2:16][N:17]([CH3:25])[C:18](=[O:24])[c:19]1[c:20]-2[cH:21][cH:22][s:23]1>>[CH2:2]1[CH:3]([C:4](=[O:5])[O:6][CH3:7])[N:8]=[C:9]([c:11]2[n:12][cH:13][n:14]3[c:15]2[CH2:16][N:17]([CH3:25])[C:18](=[O:24])[c:19]2[c:20]-3[cH:21][cH:22][s:23]2)[O:10]1. Starting materials: C(C)(=O)OC=1C(=C(C(=O)CCC(=O)OC)C=CC1)O (methyl 3-(3-acetoxy-2-hydroxybenzoyl)-propionate), C([O-])([O-])=O.[K+].[K+] (potassium carbonate), CI (methyl iodide). The solvent is CC(=O)C (acetone). Yields the product C(C)(=O)OC=1C(=C(C(=O)CCC(=O)OC)C=CC1)OC (methyl 3-(3-acetoxy-2-methoxybenzoyl)-propionate). As a reaction SMILES: [C:1]([O:4][C:5]1[C:6]([OH:19])=[C:7]([CH:16]=[CH:17][CH:18]=1)[C:8]([CH2:10][CH2:11][C:12]([O:14][CH3:15])=[O:13])=[O:9])(=[O:3])[CH3:2].[C:20](=O)([O-])[O-].[K+].[K+].CI>CC(C)=O>[C:1]([O:4][C:5]1[C:6]([O:19][CH3:20])=[C:7]([CH:16]=[CH:17][CH:18]=1)[C:8]([CH2:10][CH2:11][C:12]([O:14][CH3:15])=[O:13])=[O:9])(=[O:3])[CH3:2] |f:1.2.3|. Procedure: A stirred mixture of methyl 3-(3-acetoxy-2-hydroxybenzoyl)-propionate, potassium carbonate, methyl iodide, and dry acetone, was heated under reflux for 24 hours. Evaporation of the filtered solution gave methyl 3-(3-acetoxy-2-methoxybenzoyl)-propionate. The reactants are C(C)OC(=O)CC(C=P(C1=CC=CC=C1)(C1=CC=CC=C1)C1=CC=CC=C1)=O ((3-ethoxycarbonyl-2-oxopropylidene)triphenylphosphorane), [H-].[Na+] (sodium hydride), Cl (hydrochloric acid), C(CCCC)=O (pentanal). The reagents and catalysts are O (water). Run in O1CCCC1 (tetrahydrofuran). Run at temperature 45 celsius. The product is O=C(CC(=O)OCC)C=CCCCC (Ethyl 3-oxo-4-nonenate). Yield: 40.2%. As a reaction SMILES: [CH2:1]([O:3][C:4]([CH2:6][C:7](=[O:28])[CH:8]=P(C1C=CC=CC=1)(C1C=CC=CC=1)C1C=CC=CC=1)=[O:5])[CH3:2].[H-].[Na+].[CH:31](=O)[CH2:32][CH2:33][CH2:34][CH3:35].Cl>O1CCCC1.O>[O:28]=[C:7]([CH:8]=[CH:31][CH2:32][CH2:33][CH2:34][CH3:35])[CH2:6][C:4]([O:3][CH2:1][CH3:2])=[O:5] |f:1.2|. Procedure details: To a solution of (3-ethoxycarbonyl-2-oxopropylidene)triphenylphosphorane (5.0 g, 12.8 mmol) in tetrahydrofuran (THF, 50 ml) were added sodium hydride (60% dispersion in oil, 1.03 g, 25.6 mmol) and then pentanal (1.10 g, 12.8 mmol) followed by stirring. After addition of water (three drops), the mixture was heated at 45° C. for 1 hour. The reaction mixture was treated with dilute hydrochloric acid and extracted with ether. The organic layer was washed with aqueous saturated sodium bicarbonate and... Starting materials: CS(=O)(=O)Cl (Methanesulfonylchloride), FC1=CC(=CC2=C1C(=NC(O2)(C)C)C2=CC=C(C=C2)F)N (5-fluoro-4-(4-fluorophenyl)-2.2-dimethyl-2H-1,3-benzoxazin-7-amine). Run at temperature 40 celsius, time 8 hour. Run in N1=CC=CC=C1 (pyridine). Reported procedure: Methanesulfonylchloride (93 μL) was added dropwise to a solution of 5-fluoro-4-(4-fluorophenyl)-2.2-dimethyl-2H-1,3-benzoxazin-7-amine (a compound of Reference Example 2, 87 mg) in pyridine (2 mL), and said mixture was stirred at 40° C. overnight. The reaction mixture was concentrated in vacuo, and the residue was dissolved in chloroform. The solution was washed successively with water, 10% hydrochloric acid and brine, filtered through a column of porous diatomite [Chem Elut (trade name), Varian... RXN SMILES: [CH3:1][S:2](Cl)(=[O:4])=[O:3].[F:6][C:7]1[C:12]2[C:13]([C:19]3[CH:24]=[CH:23][C:22]([F:25])=[CH:21][CH:20]=3)=[N:14][C:15]([CH3:18])([CH3:17])[O:16][C:11]=2[CH:10]=[C:9]([NH2:26])[CH:8]=1>N1C=CC=CC=1>[F:6][C:7]1[C:12]2[C:13]([C:19]3[CH:24]=[CH:23][C:22]([F:25])=[CH:21][CH:20]=3)=[N:14][C:15]([CH3:18])([CH3:17])[O:16][C:11]=2[CH:10]=[C:9]([NH:26][S:2]([CH3:1])(=[O:4])=[O:3])[CH:8]=1. The product is FC1=CC(=CC2=C1C(=NC(O2)(C)C)C2=CC=C(C=C2)F)NS(=O)(=O)C (N-[5-fluoro-4-(4-fluorophenyl)-2.2-dimethyl-2H-1,3-benzoxazin-7-yl]methanesulfonamide). The product is N#CNc1ccc(Br)cc1. Reactants: Nc1ccc(Br)cc1, CCOCC, N#CBr. As a reaction SMILES: [Br:4][c:5]1[cH:6][cH:7][c:8]([NH2:9])[cH:10][cH:11]1.[CH2:12]([O:13][CH2:14][CH3:15])[CH3:16].[N:1]#[C:2][Br:3]>>[N:1]#[C:2][NH:9][c:8]1[cH:7][cH:6][c:5]([Br:4])[cH:11][cH:10]1.